From a dataset of the Open Reaction Database (ORD), a public repository of structured organic reaction records. describe an organic reaction: reactants, conditions, products, and yield Reactants: OC1=CC=C(C=C1)NC(=O)C1CCCCC1 (cyclohexanecarboxylic acid (4-hydroxyphenyl) amide), [I-].C[N+]1=CN(C=C1)C(N(C1=CC=CC=C1)C)=O (1-methyl-3-(methyl-phenyl-carbamoyl)-3H-imidazol-1-ium iodide). Product: C1(CCCCC1)C(=O)NC1=CC=C(C=C1)OC(N(C1=CC=CC=C1)C)=O (Methyl-phenyl-carbamic acid 4-(cyclohexanecarbonyl-amino)-phenyl ester). The yield is 80.3%. Reaction SMILES: [OH:1][C:2]1[CH:7]=[CH:6][C:5]([NH:8][C:9]([CH:11]2[CH2:16][CH2:15][CH2:14][CH2:13][CH2:12]2)=[O:10])=[CH:4][CH:3]=1.[I-].C[N+]1C=CN([C:24](=[O:33])[N:25]([CH3:32])[C:26]2[CH:31]=[CH:30][CH:29]=[CH:28][CH:27]=2)C=1>>[CH:11]1([C:9]([NH:8][C:5]2[CH:4]=[CH:3][C:2]([O:1][C:24](=[O:33])[N:25]([CH3:32])[C:26]3[CH:31]=[CH:30][CH:29]=[CH:28][CH:27]=3)=[CH:7][CH:6]=2)=[O:10])[CH2:12][CH2:13][CH2:14][CH2:15][CH2:16]1 |f:1.2|. Procedure: The title compound (283 mg, 80% yield, white crystals) was prepared from cyclohexanecarboxylic acid (4-hydroxyphenyl) amide (219 mg, 1.00 mmol) and 1-methyl-3-(methyl-phenyl-carbamoyl)-3H-imidazol-1-ium iodide (343 mg, 1.00 mmol). HPLC-MS m/z=353 (M+1); Rt=4.23 min. Procedure details: The title compound was prepared via {2-[3-(4-bromo-2-fluoro-phenyl)-3-cyclopentylmethyl-ureido]-thiazol-5-ylsulfanyl}-acetic acid ethyl esterin a similar manner as described for the synthesis of {2-[3-cyclopentylmethyl-3-(4-methanesulfonyl-phenyl)-ureido]-thiazol-4-yl}-acetic acid, using cyclopentylmethyl-(4-bromo-2-fluoro-phenyl)-amine and (2-amino-thiazol-5-ylsulfanyl)acetic acid ethyl ester The product is BrC1=CC(=C(C=C1)N(C(NC=1SC(=CN1)SCC(=O)O)=O)CC1CCCC1)F ({2-[3-(4-Bromo-2-fluoro-phenyl)-3-cyclopentylmethyl-ureido]-thiazol-5-ylsulfanyl}-acetic acid). Reaction SMILES: C1(CN(C2C=CC(S(C)(=O)=O)=CC=2)[C:8](=[O:19])[NH:9][C:10]2[S:11][CH:12]=[C:13](CC(O)=O)[N:14]=2)CCCC1.[CH:30]1([CH2:35][NH:36][C:37]2[CH:42]=[CH:41][C:40]([Br:43])=[CH:39][C:38]=2[F:44])[CH2:34][CH2:33][CH2:32][CH2:31]1.C([O:47][C:48](=[O:57])[CH2:49][S:50]C1SC(N)=NC=1)C>>[Br:43][C:40]1[CH:41]=[CH:42][C:37]([N:36]([CH2:35][CH:30]2[CH2:31][CH2:32][CH2:33][CH2:34]2)[C:8](=[O:19])[NH:9][C:10]2[S:11][C:12]([S:50][CH2:49][C:48]([OH:57])=[O:47])=[CH:13][N:14]=2)=[C:38]([F:44])[CH:39]=1. Reactants: {2-[3-(4-bromo-2-fluoro-phenyl)-3-cyclopentylmethyl-ureido]-thiazol-5-ylsulfanyl}-acetic acid ethyl, C(C)OC(CSC1=CN=C(S1)N)=O ((2-amino-thiazol-5-ylsulfanyl)acetic acid ethyl ester), C1(CCCC1)CN(C(NC=1SC=C(N1)CC(=O)O)=O)C1=CC=C(C=C1)S(=O)(=O)C ({2-[3-cyclopentylmethyl-3-(4-methanesulfonyl-phenyl)-ureido]-thiazol-4-yl}-acetic acid), C1(CCCC1)CNC1=C(C=C(C=C1)Br)F (cyclopentylmethyl-(4-bromo-2-fluoro-phenyl)-amine). Starting materials: FC1=CC(=C(N)C=C1)OC (4-fluoro-2-methoxyaniline), [N+](=O)([O-])C1=CC=CC=C1 (nitrobenzene), N(=O)OCCC(C)C (isoamyl nitrite). The product is FC1=CC(=C(C=C1)C1=CC=C(C=C1)[N+](=O)[O-])OC (4'-fluoro-2'-methoxy-4-nitrobiphenyl). As a reaction SMILES: [F:1][C:2]1[CH:8]=[CH:7][C:5](N)=[C:4]([O:9][CH3:10])[CH:3]=1.[N+:11]([C:14]1[CH:19]=[CH:18][CH:17]=[CH:16][CH:15]=1)([O-:13])=[O:12].N(OCCC(C)C)=O>>[F:1][C:2]1[CH:8]=[CH:7][C:5]([C:17]2[CH:18]=[CH:19][C:14]([N+:11]([O-:13])=[O:12])=[CH:15][CH:16]=2)=[C:4]([O:9][CH3:10])[CH:3]=1. Procedure details: A mixture of 7.7 grams of 4-fluoro-2-methoxyaniline, 200 ml. of nitrobenzene, and 9.0 grams of isoamyl nitrite, is warmed on the steam bath until a vigorous reaction with evolution of gas sets in. This evolution is allowed to proceed without heating until it has subsided, and the mixture is then heated on the steam bath for an additional 3 hours. The excess of nitrobenzene is removed in vacuo. The residue is purified for the desired isomer by elution from a silica gel column using petroleum-benz... The reactants are BrC=1C=CC2=C(N=C(S2)COC=2C(=C(C(=CC2)F)C(=O)N)F)C1 (3-[(5-bromo-1,3-benzothiazol-2-yl)methoxy]-2,6-difluorobenzenecarboxamide), N1=CC=C(C=C1)B(O)O (4-pyridine boronic acid), C(=O)([O-])[O-].[Na+].[Na+] (Na2CO3). Reagents/catalysts: C=1C=CC(=CC1)[P](C=2C=CC=CC2)(C=3C=CC=CC3)[Pd]([P](C=4C=CC=CC4)(C=5C=CC=CC5)C=6C=CC=CC6)([P](C=7C=CC=CC7)(C=8C=CC=CC8)C=9C=CC=CC9)[P](C=1C=CC=CC1)(C=1C=CC=CC1)C=1C=CC=CC1 (Tetrakis(triphenylphosphine)palladium(0)). Solvent: O1CCOCC1 (dioxane), O (H2O). Yields the product FC1=C(C(=CC=C1OCC=1SC2=C(N1)C=C(C=C2)C2=CC=NC=C2)F)C(=O)N (2,6-Difluoro-3-[5-(4-pyridinyl)-1,3-benzothiazol-2-yl]methoxybenzenecarboxamide). The yield is 28.0%. As a reaction SMILES: Br[C:2]1[CH:3]=[CH:4][C:5]2[S:9][C:8]([CH2:10][O:11][C:12]3[C:13]([F:22])=[C:14]([C:19]([NH2:21])=[O:20])[C:15]([F:18])=[CH:16][CH:17]=3)=[N:7][C:6]=2[CH:23]=1.[N:24]1[CH:29]=[CH:28][C:27](B(O)O)=[CH:26][CH:25]=1.C([O-])([O-])=O.[Na+].[Na+]>O1CCOCC1.C1C=CC([P]([Pd]([P](C2C=CC=CC=2)(C2C=CC=CC=2)C2C=CC=CC=2)([P](C2C=CC=CC=2)(C2C=CC=CC=2)C2C=CC=CC=2)[P](C2C=CC=CC=2)(C2C=CC=CC=2)C2C=CC=CC=2)(C2C=CC=CC=2)C2C=CC=CC=2)=CC=1.O>[F:22][C:13]1[C:12]([O:11][CH2:10][C:8]2[S:9][C:5]3[CH:4]=[CH:3][C:2]([C:27]4[CH:28]=[CH:29][N:24]=[CH:25][CH:26]=4)=[CH:23][C:6]=3[N:7]=2)=[CH:17][CH:16]=[C:15]([F:18])[C:14]=1[C:19]([NH2:21])=[O:20] |f:2.3.4,^1:48,50,69,88|. Procedure details: A mixture of 3-[(5-bromo-1,3-benzothiazol-2-yl)methoxy]-2,6-difluorobenzenecarboxamide (168 mg, 0.42 mmol, 1 equiv.), 4-pyridine boronic acid (98 mg, 0.63 mmol, 1.5 equiv.) and 2M aqueous Na2CO3 solution (0.42 ml, 0.82 mmol, 2 equiv.) were suspended in dioxane (3.5 ml) and the mixture was degassed and flushed with N2. Tetrakis(triphenylphosphine)palladium(0) catalyst (37 mg, 0.031 mmol, 0.075 equiv.) was added and the reaction mixture was heated under reflux for 12 h. After cooling at r.t., the ... The reactants are OCC1=CN=C2N(C=CC3=CC=CC=C23)C1=O (3-(hydroxymethyl)-4H-pyrimido[2,1-a]isoquinolin-4-one), Cl (hydrochloric acid), [H-].[Na+] (sodium hydride), C(C)N(CC)CCCl (diethylaminoethyl chloride). Solvent: CN(C=O)C (dimethylformamide), C(C)OCC (diethyl ether), CN(C=O)C (dimethylformamide). Conditions: time 1 hour. Yields the product Cl.Cl.C(C)N(CCOCC1=CN=C2N(C=CC3=CC=CC=C23)C1=O)CC (3-[[2-(diethylamino)ethoxy]methyl]-4H-pyrimido[2,1-a]isoquinolin-4-one dihydrochloride). Isolated yield 28.0%. RXN SMILES: [H-].[Na+].[OH:3][CH2:4][C:5]1[C:18](=[O:19])[N:9]2[CH:10]=[CH:11][C:12]3[C:17]([C:8]2=[N:7][CH:6]=1)=[CH:16][CH:15]=[CH:14][CH:13]=3.[CH2:20]([N:22]([CH2:25][CH2:26][Cl:27])[CH2:23][CH3:24])[CH3:21].[ClH:28]>CN(C)C=O.C(OCC)C>[ClH:27].[ClH:28].[CH2:20]([N:22]([CH2:25][CH3:26])[CH2:23][CH2:24][O:3][CH2:4][C:5]1[C:18](=[O:19])[N:9]2[CH:10]=[CH:11][C:12]3[C:17]([C:8]2=[N:7][CH:6]=1)=[CH:16][CH:15]=[CH:14][CH:13]=3)[CH3:21] |f:0.1,7.8.9|. Procedure: To 0.7 g of sodium hydride (14.5 mmol) stirred in 40 ml of dry dimethylformamide under nitrogen was added dropwise over a 15 minute period a solution of 2.0 g of 3-(hydroxymethyl)-4H-pyrimido[2,1-a]isoquinolin-4-one (8.3 mmol) in 40 ml of warm dimethylformamide. After stirring for 1 hour, 1.58 g of diethylaminoethyl chloride (11.6 mmol) was added dropwise over a 15 minute period. The reaction mixture was stirred for 3 hours, then poured onto ice-water and extracted 3 times with 500 ml of methyle... Starting materials: C(C)OC(C(C(C(CCCC)=O)C1=CC(=C(C=C1)OC1CCCCC1)Br)O)=O (3-(3-bromo-4-cyclohexyloxy-phenyl)-2-hydroxy-4-oxo-octanoic acid ethyl ester), O.NN (hydrazine hydrate). Solvent: C(C)(=O)O (acetic acid). Run at temperature 120 celsius, time 3 hour. The product is BrC=1C=C(C=CC1OC1CCCCC1)C=1C=C(N=NC1CCCC)O (5-(3-bromo-4-cyclohexyloxy-phenyl)-6-butyl-pyridazin-3-ol). RXN SMILES: C([O:3][C:4](=O)[CH:5](O)[CH:6]([C:13]1[CH:18]=[CH:17][C:16]([O:19][CH:20]2[CH2:25][CH2:24][CH2:23][CH2:22][CH2:21]2)=[C:15]([Br:26])[CH:14]=1)[C:7](=O)[CH2:8][CH2:9][CH2:10][CH3:11])C.O.[NH2:30][NH2:31]>C(O)(=O)C>[Br:26][C:15]1[CH:14]=[C:13]([C:6]2[CH:5]=[C:4]([OH:3])[N:30]=[N:31][C:7]=2[CH2:8][CH2:9][CH2:10][CH3:11])[CH:18]=[CH:17][C:16]=1[O:19][CH:20]1[CH2:25][CH2:24][CH2:23][CH2:22][CH2:21]1 |f:1.2|. Reported procedure: A mixture of 3-(3-bromo-4-cyclohexyloxy-phenyl)-2-hydroxy-4-oxo-octanoic acid ethyl ester (4.39 mmol, 2.0 g) and hydrazine hydrate (2.0 mL) in acetic acid (10 mL) was kept stirring at 120° C. for 3 h. The reaction mixture was concentrated under reduced pressure and to the residue was added water, extracted with ethyl acetate dried and concentrated under reduced pressure, dried to provide 5-(3-bromo-4-cyclohexyloxy-phenyl)-6-butyl-pyridazin-3-ol (1.7 g). The reactants are CO, COC(=O)CCCSc1c(Cc2cccc3ccccc23)sc2c1c(=O)n(C)c(=O)n2CC(C)C, Cl, [Na+], C1CCOC1, [OH-], O. Yields the product CC(C)Cn1c(=O)n(C)c(=O)c2c(SCCCC(=O)O)c(Cc3cccc4ccccc34)sc21. Reaction SMILES: [CH3:39][OH:40].[CH3:3][n:4]1[c:5](=[O:37])[n:6]([CH2:33][CH:34]([CH3:35])[CH3:36])[c:7]2[c:8]([c:9]1=[O:10])[c:11]([S:25][CH2:26][CH2:27][CH2:28][C:29](=[O:30])[O:31][CH3:32])[c:12]([CH2:14][c:15]1[cH:16][cH:17][cH:18][c:19]3[cH:20][cH:21][cH:22][cH:23][c:24]13)[s:13]2.[ClH:38].[Na+:2].[O:41]1[CH2:42][CH2:43][CH2:44][CH2:45]1.[OH-:1].[OH2:46]>>[CH3:3][n:4]1[c:5](=[O:37])[n:6]([CH2:33][CH:34]([CH3:35])[CH3:36])[c:7]2[c:8]([c:9]1=[O:10])[c:11]([S:25][CH2:26][CH2:27][CH2:28][C:29](=[O:30])[OH:31])[c:12]([CH2:14][c:15]1[cH:16][cH:17][cH:18][c:19]3[cH:20][cH:21][cH:22][cH:23][c:24]13)[s:13]2. Reactants: C1CCOC1, CCOC(C)=O, [H-], [Na+], N#CCc1cccnc1. As a reaction SMILES: [CH2:18]1[O:19][CH2:20][CH2:21][CH2:22]1.[CH3:12][CH2:13][O:14][C:15]([CH3:16])=[O:17].[H-:11].[Na+:10].[n:1]1[cH:2][c:3]([CH2:7][C:8]#[N:9])[cH:4][cH:5][cH:6]1>>[n:1]1[cH:2][c:3]([CH:7]([C:8]#[N:9])[C:13]([CH3:12])=[O:14])[cH:4][cH:5][cH:6]1. Product: CC(=O)C(C#N)c1cccnc1. Starting materials: CC(=O)O, CC1CCOC1, O, OCC1CCOC1. The product is CC(=O)OCC1CCOC1. RXN SMILES: [CH3:14][C:15]([OH:16])=[O:17].[CH3:1][CH:2]1[CH2:3][O:4][CH2:5][CH2:6]1.[OH2:18].[OH:7][CH2:8][CH:9]1[CH2:10][CH2:11][O:12][CH2:13]1>>[CH2:1]([CH:2]1[CH2:3][O:4][CH2:5][CH2:6]1)[O:17][C:15]([CH3:14])=[O:16]. The reactants are N=1C=CN2C1C=NC=C2 (Imidazo[1,2-α]pyrazine), C(C)(=O)[O-].[Na+] (sodium acetate), BrBr (bromine). The solvent is CO (methanol), [Br-].[K+] (potassium bromide). Product: BrC1=CN=C2N1C=CN=C2 (3-bromoimidazo[1,2-α]pyrazine). Isolated yield 99.7%. As a reaction SMILES: [N:1]1[CH:2]=[CH:3][N:4]2[CH:9]=[CH:8][N:7]=[CH:6][C:5]=12.C([O-])(=O)C.[Na+].[Br:15]Br>CO.[Br-].[K+]>[Br:15][C:3]1[N:4]2[CH:9]=[CH:8][N:7]=[CH:6][C:5]2=[N:1][CH:2]=1 |f:1.2,5.6|. Procedure: Imidazo[1,2-α]pyrazine (90 mg, 0.76 mmol) and sodium acetate (75 mg, 0.91 mmol) were dissolved in methanol (2 ml) saturated with potassium bromide and cooled to −10° C. before dropwise addition of bromine (121 mg, 0.76 mmol) over 5 min. On complete addition the mixture was quenched by addition of 1N sodium sulfite solution (2 ml) and the solvent removed in vacuo. The residue was dissolved in water (15 ml) and saturated sodium hydrogencarbonate solution (15 ml) and extracted with ethyl acetate (2...